This data is from the Open Reaction Database (ORD), a public repository of structured organic reaction records. The task is: describe an organic reaction: reactants, conditions, products, and yield Yield: 24.3%. Run at temperature 100 celsius. RXN SMILES: Br[C:2]1[CH:10]=[C:9]2[C:5]([CH:6]=[N:7][N:8]2S(C2C=CC=CC=2)(=O)=O)=[C:4]([C:20]2[O:21][C:22]([CH2:25][N:26]3[CH2:31][CH2:30][O:29][C:28]([CH3:33])([CH3:32])[CH2:27]3)=[N:23][N:24]=2)[CH:3]=1.CC1(C)C(C)(C)OB([C:42]2[CH:50]=[CH:49][CH:48]=[C:47]3[C:43]=2[CH:44]=[CH:45][NH:46]3)O1.[O-]P([O-])([O-])=O.[K+].[K+].[K+].[OH-].[Na+]>O1CCOCC1.O.[Pd](Cl)Cl.C1(P(C2C=CC=CC=2)[C-]2C=CC=C2)C=CC=CC=1.[C-]1(P(C2C=CC=CC=2)C2C=CC=CC=2)C=CC=C1.[Fe+2]>[CH3:33][C:28]1([CH3:32])[O:29][CH2:30][CH2:31][N:26]([CH2:25][C:22]2[O:21][C:20]([C:4]3[CH:3]=[C:2]([C:42]4[CH:50]=[CH:49][CH:48]=[C:47]5[C:43]=4[CH:44]=[CH:45][NH:46]5)[CH:10]=[C:9]4[C:5]=3[CH:6]=[N:7][NH:8]4)=[N:24][N:23]=2)[CH2:27]1 |f:2.3.4.5,6.7,10.11.12.13|. Reagents/catalysts: [Pd](Cl)Cl.C1(=CC=CC=C1)P([C-]1C=CC=C1)C1=CC=CC=C1.[C-]1(C=CC=C1)P(C1=CC=CC=C1)C1=CC=CC=C1.[Fe+2] (1,1′-bis(diphenylphosphino)ferrocene palladium dichloride). Solvent: O1CCOCC1 (1,4-dioxane), O1CCOCC1 (dioxane), O (water). Reactants: [OH-].[Na+] (sodium hydroxide), BrC1=CC(=C2C=NN(C2=C1)S(=O)(=O)C1=CC=CC=C1)C=1OC(=NN1)CN1CC(OCC1)(C)C (6-bromo-4-{5-[(2,2-dimethyl-4-morpholinyl)methyl]-1,3,4-oxadiazol-2-yl}-1-(phenylsulfonyl)-1H-indazole), CC1(OB(OC1(C)C)C1=C2C=CNC2=CC=C1)C (4-(4,4,5,5-tetramethyl-1,3,2-dioxaborolan-2-yl)-1H-indole), [O-]P(=O)([O-])[O-].[K+].[K+].[K+] (potassium phosphate tribasic). Product: CC1(CN(CCO1)CC1=NN=C(O1)C1=C2C=NNC2=CC(=C1)C1=C2C=CNC2=CC=C1)C (4-{5-[(2,2-Dimethyl-4-morpholinyl)methyl]-1,3,4-oxadiazol-2-yl}-6-(1H-indol-4-yl)-1H-indazole). Reported procedure: To a solution of 6-bromo-4-{5-[(2,2-dimethyl-4-morpholinyl)methyl]-1,3,4-oxadiazol-2-yl}-1-(phenylsulfonyl)-1H-indazole (176 mg, 0.298 mmol) in dioxane (2.5 ml) and water (0.25 ml) was added 4-(4,4,5,5-tetramethyl-1,3,2-dioxaborolan-2-yl)-1H-indole (102 mg, 0.420 mmol, available from Frontier Scientific Europe), 1,1′-bis(diphenylphosphino)ferrocene palladium dichloride (43.5 mg, 0.060 mmol) and potassium phosphate tribasic (198 mg, 0.933 mmol). The mixture was heated under microwave irradiation ... Reactants: ClCC=1NC2=C(N1)C=CC=C2 (2-(Chloromethyl)benzimidazole), O(C1=CC=CC=C1)CC1CNCCO1 (2(RS)-(phenoxymethyl)morpholine), C([O-])([O-])=O.[K+].[K+] (potassium carbonate). Solvent: C(C)O (ethanol). Yields the product O(C1=CC=CC=C1)CC1CN(CCO1)CC=1NC2=C(N1)C=CC=C2 (2-((2(RS)-(Phenoxymethyl)morpholin-4-yl)methyl)benzimidazole). The yield is 66.0%. Reaction SMILES: Cl[CH2:2][C:3]1[NH:4][C:5]2[CH:11]=[CH:10][CH:9]=[CH:8][C:6]=2[N:7]=1.[O:12]([CH2:19][CH:20]1[O:25][CH2:24][CH2:23][NH:22][CH2:21]1)[C:13]1[CH:18]=[CH:17][CH:16]=[CH:15][CH:14]=1.C(=O)([O-])[O-].[K+].[K+]>C(O)C>[O:12]([CH2:19][CH:20]1[O:25][CH2:24][CH2:23][N:22]([CH2:2][C:3]2[NH:4][C:5]3[CH:11]=[CH:10][CH:9]=[CH:8][C:6]=3[N:7]=2)[CH2:21]1)[C:13]1[CH:18]=[CH:17][CH:16]=[CH:15][CH:14]=1 |f:2.3.4|. Procedure details: 2-(Chloromethyl)benzimidazole (172 mg, 1.03 mmol) and 2(RS)-(phenoxymethyl)morpholine (200 mg) were heated in ethanol (8 ml) at 80° C. (oil bath temperature) in the presence of potassium carbonate (142 mg, 1.03 mmol) for 2 hours. The mixture was cooled then evaporated to dryness. The residue was partitioned between water (10 ml) and ethyl acetate (25 ml). The organic layer was separated and the aqueous re-extracted with ethyl acetate (25 ml). The combined organics were dried (sodium sulphate) th... Reaction SMILES: Cl[CH2:2][CH2:3][CH2:4][CH2:5][C:6]1([CH2:17][CH3:18])[C:14]2[C:9](=[CH:10][CH:11]=[C:12]([F:15])[CH:13]=2)[NH:8][C:7]1=[O:16].[Cl:19][C:20]1[CH:21]=[C:22]([N:27]2[CH2:32][CH2:31][NH:30][CH2:29][CH2:28]2)[CH:23]=[C:24]([Cl:26])[CH:25]=1>>[Cl:26][C:24]1[CH:23]=[C:22]([N:27]2[CH2:32][CH2:31][N:30]([CH2:2][CH2:3][CH2:4][CH2:5][C:6]3([CH2:17][CH3:18])[C:14]4[C:9](=[CH:10][CH:11]=[C:12]([F:15])[CH:13]=4)[NH:8][C:7]3=[O:16])[CH2:29][CH2:28]2)[CH:21]=[C:20]([Cl:19])[CH:25]=1. Product: ClC=1C=C(C=C(C1)Cl)N1CCN(CC1)CCCCC1(C(NC2=CC=C(C=C12)F)=O)CC (3-{4-[4-(3,5-dichlorophenyl)-piperazine-1-yl]-butyl}-3-ethyl-5-fluoro-1,3-dihydro-2H-indol-2-one). Reactants: ClCCCCC1(C(NC2=CC=C(C=C12)F)=O)CC (3-(4-chlorobutyl)-3-ethyl-5-fluoro-1,3-dihydro-2H-indol-2-one), ClC=1C=C(C=C(C1)Cl)N1CCNCC1 (1-(3,5-dichlorophenyl)-piperazine). Procedure details: The title compound is prepared according to process H by applying processing method 1 from 3-(4-chlorobutyl)-3-ethyl-5-fluoro-1,3-dihydro-2H-indol-2-one and 1-(3,5-dichlorophenyl)-piperazine. The reactants are CCCCCn1c(=O)c2cc(C(=O)OCC)cn2c2ccccc21, CO, O. The product is CCCCCn1c(=O)c2cc(C(=O)O)cn2c2ccccc21. Reaction SMILES: [CH2:1]([CH2:2][CH2:3][CH2:4][CH3:5])[n:6]1[c:7](=[O:24])[c:8]2[n:9]([c:10]3[cH:11][cH:12][cH:13][cH:14][c:15]13)[cH:16][c:17]([C:19](=[O:20])[O:21][CH2:22][CH3:23])[cH:18]2.[CH3:26][OH:27].[OH2:25]>>[CH2:1]([CH2:2][CH2:3][CH2:4][CH3:5])[n:6]1[c:7](=[O:24])[c:8]2[n:9]([c:10]3[cH:11][cH:12][cH:13][cH:14][c:15]13)[cH:16][c:17]([C:19](=[O:20])[OH:21])[cH:18]2. Starting materials: CC(C)[Mg+], [Cl-], O=Cc1cccc(Cl)c1, Clc1cccc2cc(I)cnc12, C1CCOC1. The product is OC(c1cccc(Cl)c1)c1cnc2c(Cl)cccc2c1. Reaction SMILES: [CH:2]([Mg+:3])([CH3:4])[CH3:5].[Cl-:1].[Cl:18][c:19]1[cH:20][c:21]([CH:22]=[O:23])[cH:24][cH:25][cH:26]1.[Cl:6][c:7]1[cH:8][cH:9][cH:10][c:11]2[cH:12][c:13]([I:17])[cH:14][n:15][c:16]12.[O:27]1[CH2:28][CH2:29][CH2:30][CH2:31]1>>[Cl:6][c:7]1[cH:8][cH:9][cH:10][c:11]2[cH:12][c:13]([CH:22]([c:21]3[cH:20][c:19]([Cl:18])[cH:26][cH:25][cH:24]3)[OH:23])[cH:14][n:15][c:16]12. Starting materials: COC(C)(C)C, CO, CCOc1ccn(-c2ccc(F)cc2)c(=O)c1C(=O)Nc1ccc(Oc2ccnc(N=C(c3ccccc3)c3ccccc3)c2Cl)c(F)c1, Cl, [Na+], [OH-], O. Reaction SMILES: [C:55]([O:56][CH3:57])([CH3:58])([CH3:59])[CH3:60].[CH3:50][OH:51].[Cl:1][c:2]1[c:3]([N:36]=[C:37]([c:38]2[cH:39][cH:40][cH:41][cH:42][cH:43]2)[c:44]2[cH:45][cH:46][cH:47][cH:48][cH:49]2)[n:4][cH:5][cH:6][c:7]1[O:8][c:9]1[c:10]([F:35])[cH:11][c:12]([NH:15][C:16](=[O:17])[c:18]2[c:19](=[O:34])[n:20](-[c:27]3[cH:28][cH:29][c:30]([F:33])[cH:31][cH:32]3)[cH:21][cH:22][c:23]2[O:24][CH2:25][CH3:26])[cH:13][cH:14]1.[ClH:52].[Na+:54].[OH-:53].[OH2:61]>>[Cl:1][c:2]1[c:3]([NH2:36])[n:4][cH:5][cH:6][c:7]1[O:8][c:9]1[c:10]([F:35])[cH:11][c:12]([NH:15][C:16](=[O:17])[c:18]2[c:19](=[O:34])[n:20](-[c:27]3[cH:28][cH:29][c:30]([F:33])[cH:31][cH:32]3)[cH:21][cH:22][c:23]2[O:24][CH2:25][CH3:26])[cH:13][cH:14]1. The product is CCOc1ccn(-c2ccc(F)cc2)c(=O)c1C(=O)Nc1ccc(Oc2ccnc(N)c2Cl)c(F)c1. Starting materials: nitro, CC1=C(C(=O)OCC=C)C(=CC=C1)[N+](=O)[O-] (allyl 2-methyl-6-nitrobenzoate). The solvent is C(C)O (ethanol). Product: C(C=C)OC=1C(=C(C(=O)OCC=C)C=CC1)N (allyl 3-allyloxy-2-aminobenzoate). Reaction SMILES: C[C:2]1[CH:13]=[CH:12][CH:11]=[C:10]([N+:14]([O-])=O)[C:3]=1[C:4]([O:6][CH2:7][CH:8]=[CH2:9])=[O:5]>C(O)C>[CH2:4]([O:5][C:11]1[C:10]([NH2:14])=[C:3]([CH:2]=[CH:13][CH:12]=1)[C:4]([O:6][CH2:7][CH:8]=[CH2:9])=[O:5])[CH:3]=[CH2:2]. Procedure details: The above nitro compound was reduced by the method described in example 6, for the reduction of allyl 2-methyl-6-nitrobenzoate, except that the solvent used was ethanol, to give allyl 3-allyloxy-2-aminobenzoate. Reactants: CN1N=CC(=C1)C1=CN(C2=NC=C(C=C21)CCCCO)S(=O)(=O)C2=CC=CC=C2 (4-(3-(1-methyl-1H-pyrazol-4-yl)-1-(phenylsulfonyl)-1H-pyrrolo[2,3-b]pyridin-5-yl)butan-1-ol), [OH-].[Na+] (NaOH). Solvent: CCOC(=O)C (AcOEt), [Cl-].[Na+].O (brine), CCO (EtOH). Reaction conditions: temperature 90 celsius, time 2 hour. Yields the product CN1N=CC(=C1)C1=CNC2=NC=C(C=C21)CCCCO (4-(3-(1-methyl-1H-pyrazol-4-yl)-1H-pyrrolo[2,3-b]pyridin-5-yl)butan-1-ol). The yield is 31.2%. RXN SMILES: [CH3:1][N:2]1[CH:6]=[C:5]([C:7]2[C:15]3[C:10](=[N:11][CH:12]=[C:13]([CH2:16][CH2:17][CH2:18][CH2:19][OH:20])[CH:14]=3)[N:9](S(C3C=CC=CC=3)(=O)=O)[CH:8]=2)[CH:4]=[N:3]1.[OH-].[Na+]>CCO.CCOC(C)=O.[Cl-].[Na+].O>[CH3:1][N:2]1[CH:6]=[C:5]([C:7]2[C:15]3[C:10](=[N:11][CH:12]=[C:13]([CH2:16][CH2:17][CH2:18][CH2:19][OH:20])[CH:14]=3)[NH:9][CH:8]=2)[CH:4]=[N:3]1 |f:1.2,5.6.7|. Procedure: To crude azaindole 66 (76 mg, 0.19 mmol) in EtOH (6 mL) was added 10% NaOH (1 mL) and the mixture was stirred in an oil bath (90° C.) for 2 h. The mixture was then cooled to r.t., diluted with AcOEt and saturated brine and partitioned. The aqueous layer was extracted with AcOEt (3×). The combined organic solutions were dried (MgSO4), filtered and concentrated. The residual yellow oil was purified by means of PTLC employing AcOEt as eluent to afford the azaindole 67 (16 mg, 31%); 1H NMR (400 MHz;... Reactants: FC(C1=C(CN2N=CC3=CC(=CC=C23)C=C2C(N=C(S2)SCC)=O)C=CC(=C1)C(F)(F)F)(F)F (5-[1-(2,4-Bis-trifluoromethyl-benzyl)-1H-indazol-5-ylmethylene]-2-ethylsulfanyl-thiazol-4-one), C(C)(C)(C)OC(=O)N1[C@@H](CNCC1)CO (2-(S)-Hydroxymethyl-piperazine-1-carboxylic acid tert-butyl ester). Product: C(C)(C)(C)OC(=O)N1[C@@H](CN(CC1)C=1SC(C(N1)=O)=CC=1C=C2C=NN(C2=CC1)CC1=C(C=C(C=C1)C(F)(F)F)C(F)(F)F)CO (4-{5-[1-(2,4-Bis-trifluoromethyl-benzyl)-1H-indazol-5-ylmethylene]-4-oxo-4,5-dihydro-thiazol-2-yl}-2-(S)-hydroxymethyl-piperazine-1-carboxylic acid tert-butyl ester). Reaction SMILES: [F:1][C:2]([F:34])([F:33])[C:3]1[CH:28]=[C:27]([C:29]([F:32])([F:31])[F:30])[CH:26]=[CH:25][C:4]=1[CH2:5][N:6]1[C:14]2[C:9](=[CH:10][C:11]([CH:15]=[C:16]3[S:20][C:19](SCC)=[N:18][C:17]3=[O:24])=[CH:12][CH:13]=2)[CH:8]=[N:7]1.[C:35]([O:39][C:40]([N:42]1[CH2:47][CH2:46][NH:45][CH2:44][C@H:43]1[CH2:48][OH:49])=[O:41])([CH3:38])([CH3:37])[CH3:36]>>[C:35]([O:39][C:40]([N:42]1[CH2:47][CH2:46][N:45]([C:19]2[S:20][C:16](=[CH:15][C:11]3[CH:10]=[C:9]4[C:14](=[CH:13][CH:12]=3)[N:6]([CH2:5][C:4]3[CH:25]=[CH:26][C:27]([C:29]([F:31])([F:32])[F:30])=[CH:28][C:3]=3[C:2]([F:1])([F:34])[F:33])[N:7]=[CH:8]4)[C:17](=[O:24])[N:18]=2)[CH2:44][C@H:43]1[CH2:48][OH:49])=[O:41])([CH3:38])([CH3:37])[CH3:36]. Procedure details: 4-{5-[1-(2,4-Bis-trifluoromethyl-benzyl)-1H-indazol-5-ylmethylene]-4-oxo-4,5-dihydro-thiazol-2-yl}-2-(S)-hydroxymethyl-piperazine-1-carboxylic acid tert-butyl ester was prepared from 5-[1-(2,4-Bis-trifluoromethyl-benzyl)-1H-indazol-5-ylmethylene]-2-ethylsulfanyl-thiazol-4-one and 2-(S)-Hydroxymethyl-piperazine-1-carboxylic acid tert-butyl ester following general procedure C. The reactants are [BH4-], Cc1sc(-c2ccccc2)nc1COc1ccc(C=O)cn1, CCO, [Na+], C1CCOC1, O. The product is Cc1sc(-c2ccccc2)nc1COc1ccc(CO)cn1. Reaction SMILES: [BH4-:31].[CH3:1][c:2]1[c:3]([CH2:13][O:14][c:15]2[n:16][cH:17][c:18]([CH:19]=[O:20])[cH:21][cH:22]2)[n:4][c:5](-[c:7]2[cH:8][cH:9][cH:10][cH:11][cH:12]2)[s:6]1.[CH3:28][CH2:29][OH:30].[Na+:32].[O:23]1[CH2:24][CH2:25][CH2:26][CH2:27]1.[OH2:33]>>[CH3:1][c:2]1[c:3]([CH2:13][O:14][c:15]2[n:16][cH:17][c:18]([CH2:19][OH:20])[cH:21][cH:22]2)[n:4][c:5](-[c:7]2[cH:8][cH:9][cH:10][cH:11][cH:12]2)[s:6]1.